Dataset: the Open Reaction Database (ORD), a public repository of structured organic reaction records. Task: describe an organic reaction: reactants, conditions, products, and yield The reactants are ClC1=NC=CC2=C1N=CN2C (4-chloro-1-methyl-1H-imidazo(4,5-c)pyridine), ClC1=C(CO)C=CC=C1 (2-chlorobenzyl alcohol), [OH-].[K+] (KOH). The solvent is C(C)#N (acetonitrile). The product is ClC1=C(COC2=NC=CC3=C2N=CN3C)C=CC=C1 (4-o-Chlorobenzyloxy-1-methyl-1H-imidazo(4,5-c)pyridine). RXN SMILES: Cl[C:2]1[C:7]2[N:8]=[CH:9][N:10]([CH3:11])[C:6]=2[CH:5]=[CH:4][N:3]=1.[Cl:12][C:13]1[CH:20]=[CH:19][CH:18]=[CH:17][C:14]=1[CH2:15][OH:16].[OH-].[K+]>C(#N)C>[Cl:12][C:13]1[CH:20]=[CH:19][CH:18]=[CH:17][C:14]=1[CH2:15][O:16][C:2]1[C:7]2[N:8]=[CH:9][N:10]([CH3:11])[C:6]=2[CH:5]=[CH:4][N:3]=1 |f:2.3|. Procedure details: A mixture of 7.5 g of 4-chloro-1-methyl-1H-imidazo(4,5-c)pyridine, 7.1 g of 2-chlorobenzyl alcohol, 3.3 g of KOH and 100 ml of acetonitrile is refluxed for 7 hours. The solvent is removed and the residue is worked up in the customary manner (water/methylene chloride) to give 4-o-Chlorobenzyloxy-1-methyl-1H-imidazo(4,5-c)pyridine, m.p. 132°-135°.